Dataset: the Open Reaction Database (ORD), a public repository of structured organic reaction records. Task: describe an organic reaction: reactants, conditions, products, and yield The reactants are CC#N, CCN(C(C)C)C(C)C, CS(=O)(=O)c1ccc(C(=NOC2CCCCC2)C(=O)O)cc1Cl, Nc1nc2ccccc2s1. The product is CS(=O)(=O)c1ccc(C(=NOC2CCCCC2)C(=O)Nc2nc3ccccc3s2)cc1Cl. RXN SMILES: [CH3:43][C:44]#[N:45].[CH:34]([N:35]([CH2:36][CH3:37])[CH:38]([CH3:39])[CH3:40])([CH3:41])[CH3:42].[Cl:1][c:2]1[cH:3][c:4]([C:12]([C:13](=[O:14])[OH:15])=[N:16][O:17][CH:18]2[CH2:19][CH2:20][CH2:21][CH2:22][CH2:23]2)[cH:5][cH:6][c:7]1[S:8](=[O:9])(=[O:10])[CH3:11].[NH2:24][c:25]1[s:26][c:27]2[c:28]([n:29]1)[cH:30][cH:31][cH:32][cH:33]2>>[Cl:1][c:2]1[cH:3][c:4]([C:12]([C:13](=[O:14])[NH:24][c:25]2[s:26][c:27]3[c:28]([n:29]2)[cH:30][cH:31][cH:32][cH:33]3)=[N:16][O:17][CH:18]2[CH2:19][CH2:20][CH2:21][CH2:22][CH2:23]2)[cH:5][cH:6][c:7]1[S:8](=[O:9])(=[O:10])[CH3:11]. The reactants are [N+](=O)([O-])C=1C=C2C=CN(C2=CC1)C1=CC=C(C=C1)C(CNS(=O)(=O)C(C)C)C (Propane-2-sulfonic acid {2-[4-(5-nitro-indol-1-yl)-phenyl]propyl}amide), [NH4+].[Cl-] (NH4Cl). The reagents and catalysts are [Zn] (Zinc). The solvent is CO (MeOH). Run at temperature 0 celsius, time 0.5 hour. Yields the product NC=1C=C2C=CN(C2=CC1)C1=CC=C(C=C1)C(CNS(=O)(=O)C(C)C)C (Propane-2-sulfonic acid {2-[4-(5-amino-indol-1-yl)-phenyl]-propyl}amide). Isolated yield 62.8%. Reaction SMILES: [N+:1]([C:4]1[CH:5]=[C:6]2[C:10](=[CH:11][CH:12]=1)[N:9]([C:13]1[CH:18]=[CH:17][C:16]([CH:19]([CH3:28])[CH2:20][NH:21][S:22]([CH:25]([CH3:27])[CH3:26])(=[O:24])=[O:23])=[CH:15][CH:14]=1)[CH:8]=[CH:7]2)([O-])=O.[NH4+].[Cl-]>CO.[Zn]>[NH2:1][C:4]1[CH:5]=[C:6]2[C:10](=[CH:11][CH:12]=1)[N:9]([C:13]1[CH:14]=[CH:15][C:16]([CH:19]([CH3:28])[CH2:20][NH:21][S:22]([CH:25]([CH3:27])[CH3:26])(=[O:24])=[O:23])=[CH:17][CH:18]=1)[CH:8]=[CH:7]2 |f:1.2|. Procedure details: To a solution of HJC-1-79 (120 mg, 0.3 mmol) in 4 mL of MeOH was added 4 mL of saturated NH4Cl (aq.). Zinc dust (195 mg, 3.0 mmol) was added into the solution at 0° C. The reaction was stirred at 0° C. for 0.5 h. TLC indicated that the starting material was gone. The mixture was partitioned between EtOAc (50 mL) and H2O (10 mL). The organic layer was separated and washed with brine (10 mL), dried over anhydrous Na2SO4, filtered and concentrated to give an oil residue. This residue was purified w... Reactants: COC(=O)c1nccnc1NS(=O)(=O)Cc1cc(C(F)(F)F)ccc1Cl, CC#N, CCN(C(C)C)C(C)C, O=S(=O)(OCC(F)F)C(F)(F)F. Product: COC(=O)c1nccnc1N(CC(F)F)S(=O)(=O)Cc1cc(C(F)(F)F)ccc1Cl. RXN SMILES: [CH3:1][O:2][C:3](=[O:4])[c:5]1[n:6][cH:7][cH:8][n:9][c:10]1[NH:11][S:12](=[O:13])(=[O:14])[CH2:15][c:16]1[c:17]([Cl:26])[cH:18][cH:19][c:20]([C:22]([F:23])([F:24])[F:25])[cH:21]1.[CH3:48][C:49]#[N:50].[CH:27]([N:28]([CH2:29][CH3:30])[CH:31]([CH3:32])[CH3:33])([CH3:34])[CH3:35].[F:36][CH:37]([CH2:38][O:39][S:40]([C:41]([F:42])([F:43])[F:44])(=[O:45])=[O:46])[F:47]>>[CH3:1][O:2][C:3](=[O:4])[c:5]1[n:6][cH:7][cH:8][n:9][c:10]1[N:11]([S:12](=[O:13])(=[O:14])[CH2:15][c:16]1[c:17]([Cl:26])[cH:18][cH:19][c:20]([C:22]([F:23])([F:24])[F:25])[cH:21]1)[CH2:38][CH:37]([F:36])[F:47]. Starting materials: Cc1ccc2c(Cl)ccnc2n1, Nc1cc(OCc2ccc(F)cc2)ccc1Sc1ccc(O)cc1. Product: Cc1ccc2c(Nc3cc(OCc4ccc(F)cc4)ccc3Sc3ccc(O)cc3)ccnc2n1. RXN SMILES: [Cl:1][c:2]1[c:3]2[cH:4][cH:5][c:6]([CH3:12])[n:7][c:8]2[n:9][cH:10][cH:11]1.[NH2:13][c:14]1[c:15]([S:29][c:30]2[cH:31][cH:32][c:33]([OH:36])[cH:34][cH:35]2)[cH:16][cH:17][c:18]([O:20][CH2:21][c:22]2[cH:23][cH:24][c:25]([F:28])[cH:26][cH:27]2)[cH:19]1>>[c:2]1([NH:13][c:14]2[c:15]([S:29][c:30]3[cH:31][cH:32][c:33]([OH:36])[cH:34][cH:35]3)[cH:16][cH:17][c:18]([O:20][CH2:21][c:22]3[cH:23][cH:24][c:25]([F:28])[cH:26][cH:27]3)[cH:19]2)[c:3]2[cH:4][cH:5][c:6]([CH3:12])[n:7][c:8]2[n:9][cH:10][cH:11]1. Starting materials: N1=CNC2=C1C=CC=C2C(=O)OC (methyl 3H-benzimidazole-4-carboxylate), CI (methyl iodide), C(O)([O-])=O.[Na+] (sodium hydrogencarbonate), [H-].[Na+] (sodium hydride). Run in CN(C=O)C (N,N-dimethylformamide). Reaction conditions: temperature 0 celsius. Yields the product CN1C=NC2=C1C=CC=C2C(=O)OC (Methyl 1-methyl-1H-benzimidazole-4-carboxylate), SiO2. As a reaction SMILES: [N:1]1[C:5]2[CH:6]=[CH:7][CH:8]=[C:9]([C:10]([O:12][CH3:13])=[O:11])[C:4]=2[NH:3][CH:2]=1.[H-].[Na+].CI.[C:18](=O)([O-])O.[Na+]>CN(C)C=O>[CH3:18][N:1]1[C:5]2[CH:6]=[CH:7][CH:8]=[C:9]([C:10]([O:12][CH3:13])=[O:11])[C:4]=2[N:3]=[CH:2]1 |f:1.2,4.5|. Reported procedure: 1.39 g of methyl 3H-benzimidazole-4-carboxylate are dissolved under argon in 20 ml of N,N-dimethylformamide. The solution is cooled to 0° C. in an ice bath and admixed in portions with 0.299 g of sodium hydride (60% dispersion). 0.744 ml of methyl iodide is added and the reaction mixture is heated to 45° C. over 17 hours. The reaction mixture is subsequently poured onto 50 ml of saturated aqueous sodium hydrogencarbonate solution and extracted with 2:1 tetrahydrofuran/tert-butyl methyl ether (2×...